Dataset: the Open Reaction Database (ORD), a public repository of structured organic reaction records. Task: describe an organic reaction: reactants, conditions, products, and yield Starting materials: CCOc1ccc(N)c([N+](=O)[O-])c1, O=C(Cl)c1ccc(Cl)nc1. Product: CCOc1ccc(NC(=O)c2ccc(Cl)nc2)c([N+](=O)[O-])c1. RXN SMILES: [CH2:11]([CH3:12])[O:13][c:14]1[cH:15][c:16]([N+:21](=[O:22])[O-:23])[c:17]([NH2:18])[cH:19][cH:20]1.[Cl:1][c:2]1[n:3][cH:4][c:5]([C:6](=[O:7])[Cl:8])[cH:9][cH:10]1>>[Cl:1][c:2]1[n:3][cH:4][c:5]([C:6](=[O:7])[NH:18][c:17]2[c:16]([N+:21](=[O:22])[O-:23])[cH:15][c:14]([O:13][CH2:11][CH3:12])[cH:20][cH:19]2)[cH:9][cH:10]1. Starting materials: CNN (methylhydrazine), ClC1=CC=C(C(=O)C2=CC=C(CN3C=NC(=C3C=O)C(=O)OCC)C=C2)C=C1 (ethyl 1-[4-(4-chlorobenzoyl)benzyl]-5-formylimidazole-4-carboxylate), S(O)(O)(=O)=O (sulfuric acid). The solvent is O (water), C(C)O (ethanol). Yields the product ClC1=CC=C(C(=O)C2=CC=C(CN3C=NC4=C3C=NN(C4=O)C)C=C2)C=C1 (1-[4-(4-Chlorobenzoyl)benzyl]-5-methyl-1H-imidazo[4,5-d]pyridazin-4(5H)-one). Isolated yield 6.7%. RXN SMILES: [CH3:1][NH:2][NH2:3].[Cl:4][C:5]1[CH:31]=[CH:30][C:8]([C:9]([C:11]2[CH:29]=[CH:28][C:14]([CH2:15][N:16]3[C:20]([CH:21]=O)=[C:19]([C:23]([O:25]CC)=O)[N:18]=[CH:17]3)=[CH:13][CH:12]=2)=[O:10])=[CH:7][CH:6]=1.S(=O)(=O)(O)O>C(O)C.O>[Cl:4][C:5]1[CH:31]=[CH:30][C:8]([C:9]([C:11]2[CH:12]=[CH:13][C:14]([CH2:15][N:16]3[C:20]4[CH:21]=[N:3][N:2]([CH3:1])[C:23](=[O:25])[C:19]=4[N:18]=[CH:17]3)=[CH:28][CH:29]=2)=[O:10])=[CH:7][CH:6]=1. Reported procedure: A solution of methylhydrazine (472 mg) and ethyl 1-[4-(4-chlorobenzoyl)benzyl]-5-formylimidazole-4-carboxylate (1.03 g) in ethanol (20 ml) was refluxed for 3 hours. After cooling to room temperature, concentrated sulfuric acid (0.2 ml) was added and the mixture was further refluxed for 21 hours. This reaction mixture was diluted with water and extracted with ethyl acetate. The extract was dried over anhydrous magnesium sulfate, the solvent was distilled off under reduced pressure, and the residu... The reactants are C(C)(=O)NNC(C1=CC(=C(C=C1)OC1=CC(=CC(=C1)C=1NC(=CC1)C=1SC=CN1)O[C@H](COC)C)F)=O (N′-Acetyl-3-fluoro-4-{3-[(1S)-2-methoxy-1-methylethoxy]-5-[5-(1,3-thiazol-2-yl)-1H-pyrrol-2-yl]phenoxy}benzohydrazide), COC1=CC=C(C=C1)P1(SP(S1)(C1=CC=C(C=C1)OC)=S)=S (2,4-bis-(4-methoxyphenyl)-1,3-dithia-2,4-diphosphetane 2,4-disulfide), N1=CC=CC=C1 (pyridine). Run in C1(=CC=CC=C1)C (toluene), C(C)#N (acetonitrile). Reaction conditions: temperature 100 celsius, time 4 hour. Product: FC=1C=C(C=CC1OC1=CC(=CC(=C1)C=1NC(=CC1)C=1SC=CN1)O[C@H](COC)C)C=1SC(=NN1)C (2-(3-Fluoro-4-{3-[(1S)-2-methoxy-1-methylethoxy]-5-[5-(1,3-thiazol-2-yl)-1H-pyrrol-2-yl]phenoxy}phenyl)-5-methyl-1,3,4-thiadiazole). The yield is 70.5%. Reaction SMILES: [C:1]([NH:4][NH:5][C:6](=O)[C:7]1[CH:12]=[CH:11][C:10]([O:13][C:14]2[CH:19]=[C:18]([C:20]3[NH:21][C:22]([C:25]4[S:26][CH:27]=[CH:28][N:29]=4)=[CH:23][CH:24]=3)[CH:17]=[C:16]([O:30][C@@H:31]([CH3:35])[CH2:32][O:33][CH3:34])[CH:15]=2)=[C:9]([F:36])[CH:8]=1)(=O)[CH3:2].COC1C=CC(P2(=S)SP(=S)(C3C=CC(OC)=CC=3)[S:47]2)=CC=1.N1C=CC=CC=1>C1(C)C=CC=CC=1.C(#N)C>[F:36][C:9]1[CH:8]=[C:7]([C:6]2[S:47][C:1]([CH3:2])=[N:4][N:5]=2)[CH:12]=[CH:11][C:10]=1[O:13][C:14]1[CH:19]=[C:18]([C:20]2[NH:21][C:22]([C:25]3[S:26][CH:27]=[CH:28][N:29]=3)=[CH:23][CH:24]=2)[CH:17]=[C:16]([O:30][C@@H:31]([CH3:35])[CH2:32][O:33][CH3:34])[CH:15]=1. Procedure details: N′-Acetyl-3-fluoro-4-{3-[(1S)-2-methoxy-1-methylethoxy]-5-[5-(1,3-thiazol-2-yl)-1H-pyrrol-2-yl]phenoxy}benzohydrazide (40 mg, 0.076 mmol) synthesized in Example (49a) was dissolved in a mixed solvent of toluene (4.0 mL) and acetonitrile (2.0 mL), and 2,4-bis-(4-methoxyphenyl)-1,3-dithia-2,4-diphosphetane 2,4-disulfide (45 mg, 0.111 mmol) and pyridine (0.03 mL, 0.372 mmol) were added, followed by stirring at 100° C. for 4 hours under nitrogen atmosphere. The reaction solution was cooled to room t... Starting materials: C=C(C)CC1(C(=O)OC)CC(=O)N(c2c(C)cccc2C)C1, CO, CCOC(C)=O. The product is COC(=O)C1(CC(C)C)CC(=O)N(c2c(C)cccc2C)C1. RXN SMILES: [CH3:1][O:2][C:3](=[O:4])[C:5]1([CH2:19][C:20](=[CH2:21])[CH3:22])[CH2:6][N:7]([c:11]2[c:12]([CH3:18])[cH:13][cH:14][cH:15][c:16]2[CH3:17])[C:8](=[O:10])[CH2:9]1.[CH3:23][OH:24].[CH3:25][CH2:26][O:27][C:28]([CH3:29])=[O:30]>>[CH3:1][O:2][C:3](=[O:4])[C:5]1([CH2:19][CH:20]([CH3:21])[CH3:22])[CH2:6][N:7]([c:11]2[c:12]([CH3:18])[cH:13][cH:14][cH:15][c:16]2[CH3:17])[C:8](=[O:10])[CH2:9]1. Reaction SMILES: [NH2:1][C:2]1[N:7]=[C:6]([N:8]2[CH2:20][CH2:19][C:11]3([CH2:15][NH:14][C@H:13]([C:16]([OH:18])=[O:17])[CH2:12]3)[CH2:10][CH2:9]2)[CH:5]=[C:4](O[C@H](C2C=CC(Cl)=CC=2N2C=CC(C)=N2)C(F)(F)F)[N:3]=1.[Br:40][C:41]1[CH:46]=[CH:45][CH:44]=[C:43]([Br:47])[C:42]=1[CH:48]([OH:53])[C:49]([F:52])([F:51])[F:50]>>[NH2:1][C:2]1[N:7]=[C:6]([N:8]2[CH2:20][CH2:19][C:11]3([CH2:15][NH:14][C@H:13]([C:16]([OH:18])=[O:17])[CH2:12]3)[CH2:10][CH2:9]2)[CH:5]=[C:4]([O:53][CH:48]([C:42]2[C:41]([Br:40])=[CH:46][CH:45]=[CH:44][C:43]=2[Br:47])[C:49]([F:50])([F:51])[F:52])[N:3]=1. Product: NC1=NC(=CC(=N1)N1CCC2(C[C@H](NC2)C(=O)O)CC1)OC(C(F)(F)F)C1=C(C=CC=C1Br)Br ((3S)-8-(2-Amino-6-(1-(2,6-dibromophenyl)-2,2,2-trifluoroethoxy)pyrimidin-4-yl)-2,8-diazaspiro[4.5]decane-3-carboxylic acid). Reactants: NC1=NC(=CC(=N1)N1CCC2(C[C@H](NC2)C(=O)O)CC1)O[C@@H](C(F)(F)F)C1=C(C=C(C=C1)Cl)N1N=C(C=C1)C ((S)-8-(2-amino-6-((R)-1-(4-chloro-2-(3-methyl-1H-pyrazol-1-yl)phenyl)-2,2,2-trifluoroethoxy)pyrimidin-4-yl)-2,8-diazaspiro[4.5]decane-3-carboxylic acid), BrC1=C(C(=CC=C1)Br)C(C(F)(F)F)O (1-(2,6-dibromophenyl)-2,2,2-trifluoroethanol). Procedure details: The title compound was prepared as described for (S)-8-(2-amino-6-((R)-1-(4-chloro-2-(3-methyl-1H-pyrazol-1-yl)phenyl)-2,2,2-trifluoroethoxy)pyrimidin-4-yl)-2,8-diazaspiro[4.5]decane-3-carboxylic acid (Example 10d) starting with 1-(2,6-dibromophenyl)-2,2,2-trifluoroethanol.